Dataset: the Open Reaction Database (ORD), a public repository of structured organic reaction records. Task: describe an organic reaction: reactants, conditions, products, and yield Reactants: CC(C)(C)OC(=O)CNC1CCCC1, CC(=O)Sc1c(Cl)cccc1C(=O)O, ClCCl. Yields the product CC(=O)Sc1c(Cl)cccc1C(=O)N(CC(=O)OC(C)(C)C)C1CCCC1. RXN SMILES: [C:15]([CH3:16])([CH3:17])([CH3:18])[O:19][C:20]([CH2:21][NH:22][CH:23]1[CH2:24][CH2:25][CH2:26][CH2:27]1)=[O:28].[C:1]([CH3:2])(=[O:3])[S:4][c:5]1[c:6]([C:7](=[O:8])[OH:9])[cH:10][cH:11][cH:12][c:13]1[Cl:14].[CH2:29]([Cl:30])[Cl:31]>>[C:1]([CH3:2])(=[O:3])[S:4][c:5]1[c:6]([C:7](=[O:9])[N:22]([CH2:21][C:20]([O:19][C:15]([CH3:16])([CH3:17])[CH3:18])=[O:28])[CH:23]2[CH2:24][CH2:25][CH2:26][CH2:27]2)[cH:10][cH:11][cH:12][c:13]1[Cl:14]. The reactants are CCCc1cc(Br)ncc1Br, O=C([O-])O, CN(C)C=O, [Na+]. Yields the product CCCc1cc(C#N)ncc1Br. RXN SMILES: [Br:1][c:2]1[n:3][cH:4][c:5]([Br:11])[c:6]([CH2:8][CH2:9][CH3:10])[cH:7]1.[C:12](=[O:13])([O-:14])[OH:15].[CH3:17][N:18]([CH3:19])[CH:20]=[O:21].[Na+:16]>>[c:2]1([C:17]#[N:18])[n:3][cH:4][c:5]([Br:11])[c:6]([CH2:8][CH2:9][CH3:10])[cH:7]1.